This data is from the Open Reaction Database (ORD), a public repository of structured organic reaction records. The task is: describe an organic reaction: reactants, conditions, products, and yield The reactants are COCCCCC(Nc1ccc(C(=O)OC)cc1)c1oc2ccc(OC)cc2c1C, CCO, [Na+], C1CCOC1, [OH-]. The product is COCCCCC(Nc1ccc(C(=O)O)cc1)c1oc2ccc(OC)cc2c1C. As a reaction SMILES: [CH3:1][O:2][CH2:3][CH2:4][CH2:5][CH2:6][CH:7]([c:8]1[o:9][c:10]2[c:11]([c:12]1[CH3:13])[cH:14][c:15]([O:18][CH3:19])[cH:16][cH:17]2)[NH:20][c:21]1[cH:22][cH:23][c:24]([C:25](=[O:26])[O:27][CH3:28])[cH:29][cH:30]1.[CH3:38][CH2:39][OH:40].[Na+:37].[O:31]1[CH2:32][CH2:33][CH2:34][CH2:35]1.[OH-:36]>>[CH3:1][O:2][CH2:3][CH2:4][CH2:5][CH2:6][CH:7]([c:8]1[o:9][c:10]2[c:11]([c:12]1[CH3:13])[cH:14][c:15]([O:18][CH3:19])[cH:16][cH:17]2)[NH:20][c:21]1[cH:22][cH:23][c:24]([C:25](=[O:26])[OH:27])[cH:29][cH:30]1. Starting materials: CC=1C(N(C2=CC=CC=C2C1)CC=O)=O ((3-methyl-2-oxoquinolin-1(2H)-yl)acetaldehyde), O1CCOC2=C1C=CC(=C2)CN(C(OC(C)(C)C)=O)C2CCNCC2 (tert-butyl (2,3-dihydro-1,4-benzodioxin-6-ylmethyl)(piperidin-4-yl)carbamate), C(O)([O-])=O.[Na+] (sodium hydrogen carbonate), C(C)(=O)O[BH-](OC(C)=O)OC(C)=O.[Na+] (sodium triacetoxyborohydride). Solvent: C(C)(=O)O (acetic acid), C(Cl)(Cl)Cl (chloroform). Reaction conditions: time 1 hour. Product: O1CCOC2=C1C=CC(=C2)CN(C(OC(C)(C)C)=O)C2CCN(CC2)CCN2C(C(=CC1=CC=CC=C21)C)=O (tert-butyl (2,3-dihydro-1,4-benzodioxin-6-ylmethyl)(1-(2-(3-methyl-2-oxoquinolin-1(2H)-yl)ethyl)piperidin-4-yl)carbamate). Yield: 16.5%. As a reaction SMILES: [CH3:1][C:2]1[C:3](=[O:15])[N:4]([CH2:12][CH:13]=O)[C:5]2[C:10]([CH:11]=1)=[CH:9][CH:8]=[CH:7][CH:6]=2.[O:16]1[C:21]2[CH:22]=[CH:23][C:24]([CH2:26][N:27]([CH:35]3[CH2:40][CH2:39][NH:38][CH2:37][CH2:36]3)[C:28](=[O:34])[O:29][C:30]([CH3:33])([CH3:32])[CH3:31])=[CH:25][C:20]=2[O:19][CH2:18][CH2:17]1.C(O[BH-](OC(=O)C)OC(=O)C)(=O)C.[Na+].C(=O)([O-])O.[Na+]>C(O)(=O)C.C(Cl)(Cl)Cl>[O:16]1[C:21]2[CH:22]=[CH:23][C:24]([CH2:26][N:27]([CH:35]3[CH2:40][CH2:39][N:38]([CH2:13][CH2:12][N:4]4[C:5]5[C:10](=[CH:9][CH:8]=[CH:7][CH:6]=5)[CH:11]=[C:2]([CH3:1])[C:3]4=[O:15])[CH2:37][CH2:36]3)[C:28](=[O:34])[O:29][C:30]([CH3:33])([CH3:31])[CH3:32])=[CH:25][C:20]=2[O:19][CH2:18][CH2:17]1 |f:2.3,4.5|. Procedure: To 25 mL of a chloroform solution containing 341 mg of (3-methyl-2-oxoquinolin-1(2H)-yl)acetaldehyde and 498 mg of tert-butyl (2,3-dihydro-1,4-benzodioxin-6-ylmethyl)(piperidin-4-yl)carbamate, 80 μL of acetic acid was added, and stirred at room temperature for 1 hour. To the reaction mixture, 480 mg of sodium triacetoxyborohydride was added, and stirred for 1 hour. Aqueous saturated sodium hydrogen carbonate solution was added, the organic layer was separated. The organic layer was washed with a... Starting materials: C[Al](C)C (trimethylaluminum), [Cl-].[NH4+] (ammonium chloride), C1(=CC=C(C=C1)S(=O)(=O)OCCCl)C (2-chloroethyl p-toluenesulfonate), C([O-])([O-])=O.[K+].[K+] (potassium carbonate), OC1=CC=C(C=C1)C1=CC=C(S1)C(=O)OCC (ethyl 5-(4-hydroxyphenyl)-2-thiophene carboxylate). Run in C1(=CC=CC=C1)C (toluene), C1(=CC=CC=C1)C (toluene), C(C)#N (acetonitrile). Run at temperature 57.5 celsius. The product is ClCCOC1=CC=C(C=C1)C1=CC=C(S1)C(=O)N (5-{4-[(2-chloroethyl)oxy]phenyl}-2-thiophenecarboxamide). As a reaction SMILES: [Cl-].[NH4+:2].C[Al](C)C.[OH:7][C:8]1[CH:13]=[CH:12][C:11]([C:14]2[S:18][C:17]([C:19]([O:21]CC)=O)=[CH:16][CH:15]=2)=[CH:10][CH:9]=1.C1(C)C=CC(S(O[CH2:34][CH2:35][Cl:36])(=O)=O)=CC=1.C(=O)([O-])[O-].[K+].[K+]>C1(C)C=CC=CC=1.C(#N)C>[Cl:36][CH2:35][CH2:34][O:7][C:8]1[CH:9]=[CH:10][C:11]([C:14]2[S:18][C:17]([C:19]([NH2:2])=[O:21])=[CH:16][CH:15]=2)=[CH:12][CH:13]=1 |f:0.1,5.6.7|. Procedure details: To a suspension of ammonium chloride (2.12 g, 39.6 mmol) in 10 ml of toluene at 5° C. was added dropwise 19.8 ml of 2M trimethylaluminum in toluene solution. The mixture was stirred for 2 h at the room temperature and ethyl 5-(4-hydroxyphenyl)-2-thiophene carboxylate (Intermediate KK-1-1) (1.98 g, 7.03 mmol) was added. The resulting mixture was heated at 55-60° C. for 15 h, cooled to 5° C. and quenched with ethanol (10 ml). All solvents were removed in vacuo and the residue was treated with 80 m... Starting materials: NCCC=1SC=CC1 (2-(2-aminoethyl)-thiophene), ClC1=CC=C(C=C1)S(=O)(=O)Cl (4-chlorobenzenesulphonic acid chloride). The product is ClC1=CC=C(C=C1)S(=O)(=O)NCCC=1SC=CC1 (2-(2-(p-Chlorobenzenesulphonylamino)ethyl)thiophene). As a reaction SMILES: [NH2:1][CH2:2][CH2:3][C:4]1[S:5][CH:6]=[CH:7][CH:8]=1.[Cl:9][C:10]1[CH:15]=[CH:14][C:13]([S:16](Cl)(=[O:18])=[O:17])=[CH:12][CH:11]=1>>[Cl:9][C:10]1[CH:15]=[CH:14][C:13]([S:16]([NH:1][CH2:2][CH2:3][C:4]2[S:5][CH:6]=[CH:7][CH:8]=2)(=[O:18])=[O:17])=[CH:12][CH:11]=1. Procedure: Prepared from 2-(2-aminoethyl)-thiophene and 4-chlorobenzenesulphonic acid chloride analogously to Example 1a. Starting materials: COC(=O)c1cccc(NC(=O)Nc2ccc(C(C)(C)C)cc2)c1, [I-], [Li+], c1ccncc1. The product is CC(C)(C)c1ccc(NC(=O)Nc2cccc(C(=O)O)c2)cc1. RXN SMILES: [CH3:1][O:2][C:3]([c:4]1[cH:5][c:6]([NH:10][C:11](=[O:12])[NH:13][c:14]2[cH:15][cH:16][c:17]([C:20]([CH3:21])([CH3:22])[CH3:23])[cH:18][cH:19]2)[cH:7][cH:8][cH:9]1)=[O:24].[I-:25].[Li+:26].[cH:27]1[cH:28][cH:29][n:30][cH:31][cH:32]1>>[O:2]=[C:3]([c:4]1[cH:5][c:6]([NH:10][C:11](=[O:12])[NH:13][c:14]2[cH:15][cH:16][c:17]([C:20]([CH3:21])([CH3:22])[CH3:23])[cH:18][cH:19]2)[cH:7][cH:8][cH:9]1)[OH:24]. As a reaction SMILES: [CH3:47][OH:48].[Cl:38][C:39](=[O:40])[O:41][CH2:42][CH2:43][CH2:44][CH2:45][CH3:46].[Cl:49][CH2:50][Cl:51].[ClH:1].[n:2]1[c:3]([N:8]([C:9](=[O:10])[c:11]2[cH:12][c:13]3[c:14]([n:15]([CH3:29])[c:16]([CH2:18][NH:19][c:20]4[cH:21][cH:22][c:23]([C:26]([NH2:27])=[NH:28])[cH:24][cH:25]4)[n:17]3)[cH:30][cH:31]2)[CH2:32][CH2:33][C:34](=[O:35])[O:36][CH3:37])[cH:4][cH:5][cH:6][cH:7]1>>[n:2]1[c:3]([N:8]([C:9](=[O:10])[c:11]2[cH:12][c:13]3[c:14]([n:15]([CH3:29])[c:16]([CH2:18][NH:19][c:20]4[cH:21][cH:22][c:23]([C:26](=[NH:27])[NH:28][C:39](=[O:40])[O:41][CH2:42][CH2:43][CH2:44][CH2:45][CH3:46])[cH:24][cH:25]4)[n:17]3)[cH:30][cH:31]2)[CH2:32][CH2:33][C:34](=[O:35])[O:36][CH3:37])[cH:4][cH:5][cH:6][cH:7]1. Product: CCCCCOC(=O)NC(=N)c1ccc(NCc2nc3cc(C(=O)N(CCC(=O)OC)c4ccccn4)ccc3n2C)cc1. The reactants are CO, CCCCCOC(=O)Cl, ClCCl, Cl, COC(=O)CCN(C(=O)c1ccc2c(c1)nc(CNc1ccc(C(=N)N)cc1)n2C)c1ccccn1. The reactants are ClC1=CC2=C(N(C(N2C2CCCCC2)=O)S(=O)(=O)C2=C(C=C(C=C2)[N+](=O)[O-])OC)C=C1 (5-Chloro-1,3-dihydro-1-(2-methoxy-4-nitrobenzenesulfonyl)-3-cyclohexyl-2H-benzimidazol-2-one). Reagents/catalysts: [Ni] (Raney® nickel). The solvent is CCO (EtOH). The product is ClC1=CC2=C(N(C(N2C2CCCCC2)=O)S(=O)(=O)C2=C(C=C(C=C2)N)OC)C=C1 (5-Chloro-1,3-dihydro-1-(2-methoxy-4-aminobenzenesulfonyl)-3-cyclohexyl-2H-benzimidazol-2-one). As a reaction SMILES: [Cl:1][C:2]1[CH:31]=[CH:30][C:5]2[N:6]([S:16]([C:19]3[CH:24]=[CH:23][C:22]([N+:25]([O-])=O)=[CH:21][C:20]=3[O:28][CH3:29])(=[O:18])=[O:17])[C:7](=[O:15])[N:8]([CH:9]3[CH2:14][CH2:13][CH2:12][CH2:11][CH2:10]3)[C:4]=2[CH:3]=1>[Ni].CCO>[Cl:1][C:2]1[CH:31]=[CH:30][C:5]2[N:6]([S:16]([C:19]3[CH:24]=[CH:23][C:22]([NH2:25])=[CH:21][C:20]=3[O:28][CH3:29])(=[O:18])=[O:17])[C:7](=[O:15])[N:8]([CH:9]3[CH2:10][CH2:11][CH2:12][CH2:13][CH2:14]3)[C:4]=2[CH:3]=1. Reported procedure: 1.8 g (4.10- 3 mol) of the compound obtained in Example 3 in 95° EtOH were hydrogenated under 50 bar in the presence of Raney® nickel. The catalyst was filtered off on C elite® and rinsed with hot 95° EtOH and the filtrate was evaporated under vacuum to give 1.22 g of the expected product in the form of a white solid. The product crystallized from absolute ethanol. M.p.=211° C.